describe an organic reaction: reactants, conditions, products, and yield From a dataset of the Open Reaction Database (ORD), a public repository of structured organic reaction records. Reactants: OCC1=CC=C(O1)C=CC(CCCCCCCC)=O (1-(5-Hydroxymethyl-furan-2-yl)-undec-1-en-3-one). The solvent is C(C)O (ethanol). The product is O1C(=CC=C1)C=CC(CCCCCCCC)=O (1-Furan-2-yl-undec-1-en-3-one). Reaction SMILES: OC[C:3]1[O:7][C:6]([CH:8]=[CH:9][C:10](=[O:19])[CH2:11][CH2:12][CH2:13][CH2:14][CH2:15][CH2:16][CH2:17][CH3:18])=[CH:5][CH:4]=1>C(O)C>[O:7]1[CH:3]=[CH:4][CH:5]=[C:6]1[CH:8]=[CH:9][C:10](=[O:19])[CH2:11][CH2:12][CH2:13][CH2:14][CH2:15][CH2:16][CH2:17][CH3:18]. Procedure details: 1-Furan-2-yl-undec-1-en-3-one was prepared using a procedure similar to that described for the synthesis of 1-(5-Hydroxymethyl-furan-2-yl)-undec-1-en-3-one using either ethanol as solvent or using no solvent. Reactants: C(C)(C)O (isopropanol), ClC1=C(C=CC=C1C=1N=C(SC1C1=NC(=NC=C1)Cl)C(C)(C)C)NS(=O)(=O)C1=C(C=CC=C1F)F (N-{2-chloro-3-[5-(2-chloro-4-pyrimidinyl)-2-(1,1-dimethylethyl)-1,3-thiazol-4-yl]phenyl}-2,6-difluorobenzenesulfonamide), N (ammonia). Product: NC1=NC=CC(=N1)C1=C(N=C(S1)C(C)(C)C)C=1C(=C(C=CC1)NS(=O)(=O)C1=C(C=CC=C1F)F)Cl (N-{3-[5-(2-amino-4-pyrimidinyl)-2-(1,1-dimethylethyl)-1,3-thiazol-4-yl]-2-chlorophenyl}-2,6-difluorobenzenesulfonamide), solid. Yield: 35.0%. As a reaction SMILES: [Cl:1][C:2]1[C:7]([C:8]2[N:9]=[C:10]([C:20]([CH3:23])([CH3:22])[CH3:21])[S:11][C:12]=2[C:13]2[CH:18]=[CH:17][N:16]=[C:15](Cl)[N:14]=2)=[CH:6][CH:5]=[CH:4][C:3]=1[NH:24][S:25]([C:28]1[C:33]([F:34])=[CH:32][CH:31]=[CH:30][C:29]=1[F:35])(=[O:27])=[O:26].[NH3:36].C(O)(C)C>>[NH2:36][C:15]1[N:14]=[C:13]([C:12]2[S:11][C:10]([C:20]([CH3:22])([CH3:21])[CH3:23])=[N:9][C:8]=2[C:7]2[C:2]([Cl:1])=[C:3]([NH:24][S:25]([C:28]3[C:33]([F:34])=[CH:32][CH:31]=[CH:30][C:29]=3[F:35])(=[O:26])=[O:27])[CH:4]=[CH:5][CH:6]=2)[CH:18]=[CH:17][N:16]=1. Reported procedure: Following a procedure analogous to the procedure described in Example 52, Step B using N-{2-chloro-3-[5-(2-chloro-4-pyrimidinyl)-2-(1,1-dimethylethyl)-1,3-thiazol-4-yl]phenyl}-2,6-difluorobenzenesulfonamide (156 mg, 0.281 mmol) and ammonia in isopropanol (15 mL, 30 mmol), the title compound was obtained as a white solid (56 mg, 35% yield). MS (ESI): 536 [M+H]+. The reactants are C(#N)C=1C=C(C=CC1SC(C)C)C=1SC(=NN1)C1=C(C=C(C=C1)Br)C (2-(3-Cyano-4-isopropylthiophenyl)-5-(4-bromo-2-methyphenyl)-1,3,4-thiadiazole), [Br-].C(C)OC(CC[Zn+])=O (3-ethoxy-3-oxopropylzinc bromide). The reagents and catalysts are CC(C)([P](C(C)(C)C)([Pd][P](C(C)(C)C)(C(C)(C)C)C(C)(C)C)C(C)(C)C)C (Bis(tri-tert-butylphosphine)palladium). Reaction conditions: time 5 hour. Yields the product C(#N)C=1C=C(C=CC1SC(C)C)C1=NN(CS1)C1=C(C=C(C=C1)CCC(=O)OCC)C (Ethyl 3-(4-(5-(3-cyano-4-isopropylthiophenyl)-1,3,4-thiadiazol-3-yl)-3-methylphenyl)propanoate). Reaction SMILES: [C:1]([C:3]1[CH:4]=[C:5]([C:13]2[S:14][C:15](C3C=CC(Br)=CC=3C)=[N:16][N:17]=2)[CH:6]=[CH:7][C:8]=1[S:9][CH:10]([CH3:12])[CH3:11])#[N:2].[Br-].[CH2:27]([O:29][C:30](=[O:34])[CH2:31][CH2:32][Zn+])[CH3:28]>CC(C)([P](C(C)(C)C)([Pd][P](C(C)(C)C)(C(C)(C)C)C(C)(C)C)C(C)(C)C)C>[C:1]([C:3]1[CH:4]=[C:5]([C:13]2[S:14][CH2:15][N:16]([C:8]3[CH:7]=[CH:6][C:5]([CH2:32][CH2:31][C:30]([O:29][CH2:27][CH3:28])=[O:34])=[CH:4][C:3]=3[CH3:1])[N:17]=2)[CH:6]=[CH:7][C:8]=1[S:9][CH:10]([CH3:11])[CH3:12])#[N:2] |f:1.2,^1:37,43|. Procedure details: Bis(tri-tert-butylphosphine)palladium (0) (5 mg) was added to a solution of 2-(3-cyano-4-isopropylthiophenyl)-5-(4-bromo-2-methyphenyl)-1,3,4-thiadiazole (0.15 mmol, 0.066 g, from Step C) in 3-ethoxy-3-oxopropylzinc bromide (0.5M in TI-IF) (0.31 mmol, 0.61 mL) which had been degassed with argon. The reaction mixture was stirred under an atmosphere of argon at rt for 5 h after which it was concentrated in vacuo. Silica gel chromatography eluting with 20% EtOAc/hexane yielded the desired product. ... Reactants: B(Br)(Br)Br (BBr3), Cl.COC1=CC=C(C=C1)CCCN1C(=NC=C1)C(=O)O (1-[3-(4-methoxyphenyl)propyl]imidazole-2-carboxylic acid hydrochloride), CO (Methanol). The solvent is C(Cl)Cl (CH2Cl2), C(Cl)Cl (CH2Cl2). Reaction conditions: time 5 hour. Product: O.OC1=CC=C(C=C1)CCCN1C(=NC=C1)C(=O)O.OC1=CC=C(C=C1)CCCN1C(=NC=C1)C(=O)O (1-[3-(4-hydroxyphenyl)propyl]imidazole-2-carboxylic acid, hemihydrate). RXN SMILES: Cl.C[O:3][C:4]1[CH:9]=[CH:8][C:7]([CH2:10][CH2:11][CH2:12][N:13]2[CH:17]=[CH:16][N:15]=[C:14]2[C:18]([OH:20])=[O:19])=[CH:6][CH:5]=1.B(Br)(Br)Br.CO>C(Cl)Cl>[OH2:3].[OH:3][C:4]1[CH:9]=[CH:8][C:7]([CH2:10][CH2:11][CH2:12][N:13]2[CH:17]=[CH:16][N:15]=[C:14]2[C:18]([OH:20])=[O:19])=[CH:6][CH:5]=1.[OH:3][C:4]1[CH:9]=[CH:8][C:7]([CH2:10][CH2:11][CH2:12][N:13]2[CH:17]=[CH:16][N:15]=[C:14]2[C:18]([OH:20])=[O:19])=[CH:6][CH:5]=1 |f:0.1,5.6.7|. Reported procedure: A suspension of 1.1 g (0.0037 mole) of 1-[3-(4-methoxyphenyl)propyl]imidazole-2-carboxylic acid hydrochloride in 100 ml of CH2Cl2 at 5° was treated with a solution of 2.8 g (0.011 mole) of BBr3 in 7 ml of CH2Cl2. The mixture was allowed to warm to 22°, and stirred for 5 hr. Methanol was cautiously added, and when a virgorous reaction was over, all solvents were evaporated. A residue was dissolved in 10 ml of H2O and the pH was adjusted to 3.5 with aqueous NaHCO3. The product crystallized, was fi...